From a dataset of the Open Reaction Database (ORD), a public repository of structured organic reaction records. describe an organic reaction: reactants, conditions, products, and yield Starting materials: O=C(O)c1cccnc1Cl, Oc1ccc(Cl)c(Cl)c1, [H-], [Na+], CN(C)C=O, O. Yields the product O=C(O)c1cccnc1Oc1ccc(Cl)c(Cl)c1. RXN SMILES: [Cl:17][c:18]1[c:19]([C:20](=[O:21])[OH:22])[cH:23][cH:24][cH:25][n:26]1.[Cl:8][c:9]1[cH:10][c:11]([OH:16])[cH:12][cH:13][c:14]1[Cl:15].[H-:1].[Na+:2].[O:3]=[CH:4][N:5]([CH3:6])[CH3:7].[OH2:27]>>[Cl:8][c:9]1[cH:10][c:11]([O:16][c:18]2[c:19]([C:20](=[O:21])[OH:22])[cH:23][cH:24][cH:25][n:26]2)[cH:12][cH:13][c:14]1[Cl:15]. As a reaction SMILES: [CH2:18]([N:19]1[CH2:20][CH2:21][O:22][CH2:23][CH2:24]1)[CH3:25].[CH2:38]([N:39]=[C:40]=[N:41][CH2:42][CH2:43][CH2:44][N:45]([CH3:46])[CH3:47])[CH3:48].[CH3:62][CH2:63][O:64][CH2:65][CH3:66].[Cl:49][c:50]1[c:51]([CH2:57][NH2:58])[cH:52][cH:53][c:54]([Cl:56])[cH:55]1.[Cl:59][CH2:60][Cl:61].[ClH:37].[F:1][c:2]1[cH:3][n:4][c:5]([N:8]2[C:9](=[O:17])[N:10]([CH3:16])[CH:11]([C:13](=[O:14])[OH:15])[CH2:12]2)[n:6][cH:7]1.[OH2:26].[OH:27][n:28]1[c:29]2[cH:30][cH:31][cH:32][cH:33][c:34]2[n:35][n:36]1>>[F:1][c:2]1[cH:3][n:4][c:5]([N:8]2[C:9](=[O:17])[N:10]([CH3:16])[CH:11]([C:13](=[O:15])[NH:58][CH2:57][c:51]3[c:50]([Cl:49])[cH:55][c:54]([Cl:56])[cH:53][cH:52]3)[CH2:12]2)[n:6][cH:7]1. The product is CN1C(=O)N(c2ncc(F)cn2)CC1C(=O)NCc1ccc(Cl)cc1Cl. Starting materials: CCN1CCOCC1, CCN=C=NCCCN(C)C, CCOCC, NCc1ccc(Cl)cc1Cl, ClCCl, Cl, CN1C(=O)N(c2ncc(F)cn2)CC1C(=O)O, O, On1nnc2ccccc21. Reactants: O (Water), COC(=O)C1=CC2=CC=C(C=C2C=C1)OC (6-Methoxy-naphthalene-2-carboxylic acid methyl ester), C(C)S (ethane thiol), [Cl-].[Cl-].[Cl-].[Al+3] (Aluminum trichloride). Solvent: ClCCl (dichloromethane). Reaction conditions: time 2 hour. Product: COC(=O)C1=CC2=CC=C(C=C2C=C1)O (6-Hydroxy-naphthalene-2-carboxylic acid methyl ester). Reaction SMILES: [CH3:1][O:2][C:3]([C:5]1[CH:14]=[CH:13][C:12]2[C:7](=[CH:8][CH:9]=[C:10]([O:15]C)[CH:11]=2)[CH:6]=1)=[O:4].[Cl-].[Cl-].[Cl-].[Al+3].C(S)C.O>ClCCl>[CH3:1][O:2][C:3]([C:5]1[CH:14]=[CH:13][C:12]2[C:7](=[CH:8][CH:9]=[C:10]([OH:15])[CH:11]=2)[CH:6]=1)=[O:4] |f:1.2.3.4|. Procedure: 6-Methoxy-naphthalene-2-carboxylic acid methyl ester (0.68 g, 3.13 mmol) is stirred in dichloromethane (50 mL) in an ice/water bath. Aluminum trichloride (1.67 g, 12.5 mmol) is added followed by ethane thiol (1.2 mL, 15.7 mmol). The mixture is stirred at room temperature 2 hr. Water (25 mL) is added and the product is extracted into ethyl acetate (2×75 mL). The combined extracts are concentrated, and the residue is purified via silica gel chromatography eluting with 8:2 hexanes:ethyl acetate to ... Starting materials: NN (hydrazine), COC=1C=C2C(=C(N(C2=CC1)CC1=NC=CC=C1)C)CC(=O)NN (5-Methoxy-2-methyl-1-[(2-pyridyl)methyl]-1H-indole-3-acetic acid hydrazide), C(C)OC(CC1=C(N(C2=CC=C(C=C12)OC)CC1=NC=CC=C1)C)=O (5-methoxy-2-methyl-1-[(2-pyridyl)methyl]-1H-indole-3-acetic acid ethyl ester). Yields the product COC=1C=C2C(=C(N(C2=CC1)CC1=NC=CC=C1)C)CC(=O)NN (5-methoxy-2-methyl-1-[(2-pyridyl)methyl]-1H-indole-3-acetic acid hydrazide), CO (MeOH). Isolated yield 67.0%. RXN SMILES: [CH3:1][O:2][C:3]1[CH:4]=[C:5]2[C:9](=[CH:10][CH:11]=1)[N:8]([CH2:12][C:13]1[CH:18]=[CH:17][CH:16]=[CH:15][N:14]=1)[C:7]([CH3:19])=[C:6]2[CH2:20][C:21]([NH:23][NH2:24])=[O:22].[CH2:25]([O:27]C(=O)CC1C2C(=CC=C(OC)C=2)N(CC2C=CC=CN=2)C=1C)C.NN>>[CH3:1][O:2][C:3]1[CH:4]=[C:5]2[C:9](=[CH:10][CH:11]=1)[N:8]([CH2:12][C:13]1[CH:18]=[CH:17][CH:16]=[CH:15][N:14]=1)[C:7]([CH3:19])=[C:6]2[CH2:20][C:21]([NH:23][NH2:24])=[O:22].[CH3:25][OH:27]. Procedure details: 5-Methoxy-2-methyl-1-[(2-pyridyl)methyl]-1H-indole-3-acetic acid hydrazide. Using the method described in Example 6, Part B, 480 mg 1.4 mmol) of 5-methoxy-2-methyl-1-[(2-pyridyl)methyl]-1H-indole-3-acetic acid ethyl ester was reacted with 1.4 mL of hydrazine to give on crystallization from MeOH 304 mg (67% yield) of 5-methoxy-2-methyl-1-[(2-pyridyl)methyl]-1H-indole-3-acetic acid hydrazide, mp, 147-148° C. Reactants: C(C)(C)(C)C=1OC=2C(N1)=C(C(=C(C2N2C[C@H](CC2)N(C)C)C2=CC(=CC=C2)OC)C)C#N (2-tert-Butyl-7-[(3S)-3-(dimethylamino)pyrrolidin-1-yl]-6-(3-methoxyphenyl)-5-methyl-1,3-benzoxazole-4-carbonitrile), O.C([O-])(O)=O.[Na+] (sodium bicarbonate water), [Cl-].[Al+3].[Cl-].[Cl-] (aluminium chloride), [Cl-].[Al+3].[Cl-].[Cl-] (aluminium chloride). The solvent is C1=CC=CC=C1 (benzene), C1=CC=CC=C1 (benzene). Yields the product C(C)(C)(C)C=1OC=2C(N1)=C(C(=C(C2N2C[C@H](CC2)N(C)C)C2=CC(=CC=C2)O)C)C#N (2-tert-Butyl-7-[(3S)-3-(dimethylamino)pyrrolidin-1-yl]-6-(3-hydroxyphenyl)-5-methyl-1,3-benzoxazole-4-carbonitrile). Reaction SMILES: [C:1]([C:5]1[O:6][C:7]2[C:8](=[C:10]([C:31]#[N:32])[C:11]([CH3:30])=[C:12]([C:22]3[CH:27]=[CH:26][CH:25]=[C:24]([O:28]C)[CH:23]=3)[C:13]=2[N:14]2[CH2:18][CH2:17][C@H:16]([N:19]([CH3:21])[CH3:20])[CH2:15]2)[N:9]=1)([CH3:4])([CH3:3])[CH3:2].[Cl-].[Al+3].[Cl-].[Cl-].O.C(=O)(O)[O-].[Na+]>C1C=CC=CC=1>[C:1]([C:5]1[O:6][C:7]2[C:8](=[C:10]([C:31]#[N:32])[C:11]([CH3:30])=[C:12]([C:22]3[CH:27]=[CH:26][CH:25]=[C:24]([OH:28])[CH:23]=3)[C:13]=2[N:14]2[CH2:18][CH2:17][C@H:16]([N:19]([CH3:20])[CH3:21])[CH2:15]2)[N:9]=1)([CH3:4])([CH3:2])[CH3:3] |f:1.2.3.4,5.6.7|. Procedure: 2-tert-Butyl-7-[(3S)-3-(dimethylamino)pyrrolidin-1-yl]-6-(3-methoxyphenyl)-5-methyl-1,3-benzoxazole-4-carbonitrile (I-23) (10 mg, 23.1 μmol) was dissolved (partially suspended) in benzene (2.0 ml), and dropwise added to a benzene (2.0 ml) suspension reflux liquid of aluminium chloride (9.2 mg, 69.0 μmol). The benzene wash (8.0 ml) of the eggplant-type flask with the starting material adhering thereto was also added, followed by refluxing for 0.5 hours. After cooling, aluminium chloride (61.7 mg,...